From a dataset of the Open Reaction Database (ORD), a public repository of structured organic reaction records. describe an organic reaction: reactants, conditions, products, and yield The reactants are FC1(C(C1)CN1C(N(CC1)C=1SC(=C(N1)C)C(=O)OCC)=O)F (ethyl 2-(3-((2,2-difluorocyclopropyl)methyl)-2-oxoimidazolidin-1-yl)-4-methylthiazole-5-carboxylate), C1(CC1)CN1N=CN(C1=O)C=1SC(=C(N1)C)C(=O)OCC (ethyl 2-(1-(cyclopropylmethyl)-5-oxo-1H-1,2,4-triazol-4(5H)-yl)-4-methylthiazole-5-carboxylate). The product is C1(CC1)CN1N=CN(C1=O)C=1SC(=C(N1)C)C(=O)O (2-(1-(cyclopropylmethyl)-5-oxo-1H-1,2,4-triazol-4(5H)-yl)-4-methylthiazole-5-carboxylic acid). Isolated yield 92.0%. RXN SMILES: FC1(F)CC1CN1CCN(C2SC(C(OCC)=O)=C(C)N=2)C1=O.[CH:24]1([CH2:27][N:28]2[C:32](=[O:33])[N:31]([C:34]3[S:35][C:36]([C:40]([O:42]CC)=[O:41])=[C:37]([CH3:39])[N:38]=3)[CH:30]=[N:29]2)[CH2:26][CH2:25]1>>[CH:24]1([CH2:27][N:28]2[C:32](=[O:33])[N:31]([C:34]3[S:35][C:36]([C:40]([OH:42])=[O:41])=[C:37]([CH3:39])[N:38]=3)[CH:30]=[N:29]2)[CH2:25][CH2:26]1. Procedure details: Following the procedure as described in Preparation 14, making variations as required to replace ethyl 2-(3-((2,2-difluorocyclopropyl)methyl)-2-oxoimidazolidin-1-yl)-4-methylthiazole-5-carboxylate with ethyl 2-(1-(cyclopropylmethyl)-5-oxo-1H-1,2,4-triazol-4(5H)-yl)-4-methylthiazole-5-carboxylate, the title compound was obtained as a white solid in 92% yield: 1H NMR (300 MHz, DMSO-d6) δ13.39 (br s, 1H), 8.72 (s, 1H), 3.63 (d, J=7.1 Hz, 2H), 2.57 (s, 3H), 1.19-1.04 (m, 1H), 0.53-0.42 (m, 2H), 0.36... Starting materials: CC#N, Cl[Cu], Cl, CC(C)(C)ON=O, CCOC(=O)c1sc(N)nc1OCc1ccccc1C(F)(F)F. As a reaction SMILES: [CH3:32][C:33]#[N:34].[Cl:35][Cu:36].[ClH:31].[N:1]([O:2][C:3]([CH3:4])([CH3:5])[CH3:6])=[O:7].[NH2:8][c:9]1[s:10][c:11]([C:26](=[O:27])[O:28][CH2:29][CH3:30])[c:12]([O:14][CH2:15][c:16]2[c:17]([C:22]([F:23])([F:24])[F:25])[cH:18][cH:19][cH:20][cH:21]2)[n:13]1>>[c:9]1([Cl:31])[s:10][c:11]([C:26](=[O:27])[O:28][CH2:29][CH3:30])[c:12]([O:14][CH2:15][c:16]2[c:17]([C:22]([F:23])([F:24])[F:25])[cH:18][cH:19][cH:20][cH:21]2)[n:13]1. Product: CCOC(=O)c1sc(Cl)nc1OCc1ccccc1C(F)(F)F. Reactants: [BH4-], CO, CNc1cc(Cl)c(C=O)c(Cl)c1, [Na+], C1CCOC1. Yields the product CNc1cc(Cl)c(CO)c(Cl)c1. As a reaction SMILES: [BH4-:13].[CH3:15][OH:16].[Cl:1][c:2]1[cH:3][c:4]([NH:5][CH3:6])[cH:7][c:8]([Cl:12])[c:9]1[CH:10]=[O:11].[Na+:14].[O:17]1[CH2:18][CH2:19][CH2:20][CH2:21]1>>[Cl:1][c:2]1[cH:3][c:4]([NH:5][CH3:6])[cH:7][c:8]([Cl:12])[c:9]1[CH2:10][OH:11]. Reactants: adduct ( C ), C1(=CC=CC=C1)[SiH](C1=CC=CC=C1)C1=CC=CC=C1 (triphenylsilane), C(C)(=O)OCC=C (allyl acetate). Product: OCCC[Si](C1=CC=CC=C1)(C1=CC=CC=C1)C1=CC=CC=C1 (3-hydroxypropyltriphenylsilane). RXN SMILES: [C:1]1([SiH:7]([C:14]2[CH:19]=[CH:18][CH:17]=[CH:16][CH:15]=2)[C:8]2[CH:13]=[CH:12][CH:11]=[CH:10][CH:9]=2)[CH:6]=[CH:5][CH:4]=[CH:3][CH:2]=1.C([O:23][CH2:24][CH:25]=[CH2:26])(=O)C>>[OH:23][CH2:24][CH2:25][CH2:26][Si:7]([C:1]1[CH:2]=[CH:3][CH:4]=[CH:5][CH:6]=1)([C:8]1[CH:13]=[CH:12][CH:11]=[CH:10][CH:9]=1)[C:14]1[CH:15]=[CH:16][CH:17]=[CH:18][CH:19]=1. Procedure: The above-mentioned compounds (G-1), (G-2) and (G-3) are prepared by hydrolyzing an adduct (C) of commercially available triphenylsilane (A) and allyl acetate (B) with an alkali to obtain 3-hydroxypropyltriphenylsilane (D) and reacting this compound (D) with acryloyl chloride (E), methacryloyl chloride (E-2) or allyl chloroformate (E-3) in the presence of a dehydrochlorinating agent such as pyridine or triethylamine. ##STR5## The reactants are CC(=O)c1nn(C)c(-c2ccc(C(C)(C)C)cc2)c1O, CN(C)C=O, Cl, NNC(=S)Nc1ccc(C(=O)O)cc1, O. The product is CC(=NNC(=S)Nc1ccc(C(=O)O)cc1)c1nn(C)c(-c2ccc(C(C)(C)C)cc2)c1O. As a reaction SMILES: [C:1]([CH3:2])([CH3:3])([CH3:4])[c:5]1[cH:6][cH:7][c:8](-[c:11]2[c:12]([OH:20])[c:13]([C:17]([CH3:18])=[O:19])[n:14][n:15]2[CH3:16])[cH:9][cH:10]1.[CH3:35][N:36]([CH3:37])[CH:38]=[O:39].[ClH:40].[NH:21]([NH2:22])[C:23](=[S:24])[NH:25][c:26]1[cH:27][cH:28][c:29]([C:30](=[O:31])[OH:32])[cH:33][cH:34]1.[OH2:41]>>[C:1]([CH3:2])([CH3:3])([CH3:4])[c:5]1[cH:6][cH:7][c:8](-[c:11]2[c:12]([OH:20])[c:13]([C:17]([CH3:18])=[N:22][NH:21][C:23](=[S:24])[NH:25][c:26]3[cH:27][cH:28][c:29]([C:30](=[O:31])[OH:32])[cH:33][cH:34]3)[n:14][n:15]2[CH3:16])[cH:9][cH:10]1. As a reaction SMILES: C([O:8][C:9]([C:11]1[CH:23]=[CH:22][C:21]2[C:20]3[C:15](=[CH:16][C:17]([C:24]([O:26]CC4C=CC=CC=4)=[O:25])=[CH:18][CH:19]=3)[CH:14]([CH:34]=[O:35])[C:13]=2[CH:12]=1)=[O:10])C1C=CC=CC=1.[H][H]>C1COCC1.[Pd]>[CH:34]([CH:14]1[C:15]2[CH:16]=[C:17]([C:24]([OH:26])=[O:25])[CH:18]=[CH:19][C:20]=2[C:21]2[C:13]1=[CH:12][C:11]([C:9]([OH:10])=[O:8])=[CH:23][CH:22]=2)=[O:35]. Starting materials: [H][H] (hydrogen), C(C1=CC=CC=C1)OC(=O)C1=CC=2C(C3=CC(=CC=C3C2C=C1)C(=O)OCC1=CC=CC=C1)C=O (9-formyl-2,7-fluorenedicarboxylic acid dibenzyl ester), [H][H] (hydrogen). Product: C(=O)C1C2=CC(=CC=C2C=2C=CC(=CC12)C(=O)O)C(=O)O (9-formyl-2,7-fluorenedicarboxylic acid). Procedure: In a Parr hydrogenation bottle (Parr Instrument Company, Moline Ill.) was dissolved 9-formyl-2,7-fluorenedicarboxylic acid dibenzyl ester (3.0 g, 0.0061 mol) in THF anh. (350 mL). After careful addition of 20% Pd/C (wet with 50% water) 20% by weight (600 mg), the Parr bottle was evacuated/filled 3 times on a Parr apparatus to ensure hydrogen atmosphere. The suspension was shaken under 20-30 psi hydrogen gas for approximately 60 hours and then the remaining hydrogen was removed at reduced pressur... The reagents and catalysts are [Pd] (Pd/C). Run in C1CCOC1 (THF). Starting materials: IC=1C=C(C(=O)N)C=CC1 (3-Iodobenzamide), C(C)(C)NC(C)C (diisopropylamine), C[Si](C)(C)C#C (trimethylsilylacetylene). The reagents and catalysts are Cl[Pd]([P](C1=CC=CC=C1)(C2=CC=CC=C2)C3=CC=CC=C3)([P](C4=CC=CC=C4)(C5=CC=CC=C5)C6=CC=CC=C6)Cl (bis(triphenylphosphine)palladium(II) chloride), [Cu]I (copper(I) iodide). The solvent is CN(C)C=O (DMF). Run at temperature 120 celsius. Yields the product C[Si](C)(C)C#CC=1C=C(C(=O)N)C=CC1 (3-((Trimethylsilyl)ethynyl)benzamide). The yield is 64.6%. As a reaction SMILES: I[C:2]1[CH:3]=[C:4]([CH:8]=[CH:9][CH:10]=1)[C:5]([NH2:7])=[O:6].C(NC(C)C)(C)C.[CH3:18][Si:19]([C:22]#[CH:23])([CH3:21])[CH3:20]>Cl[Pd](Cl)([P](C1C=CC=CC=1)(C1C=CC=CC=1)C1C=CC=CC=1)[P](C1C=CC=CC=1)(C1C=CC=CC=1)C1C=CC=CC=1.[Cu]I.CN(C=O)C>[CH3:18][Si:19]([C:22]#[C:23][C:2]1[CH:3]=[C:4]([CH:8]=[CH:9][CH:10]=1)[C:5]([NH2:7])=[O:6])([CH3:21])[CH3:20] |^1:26,45|. Procedure: 3-Iodobenzamide (I142) (1.00 g, 4.05 mmol), bis(triphenylphosphine)palladium(II) chloride (0.142 g, 5 mol %), copper(I) iodide (0.077 g, 10 mol %), DMF (4 mL) and diisopropylamine (12 mL) were loaded into a microwave tube. The mixture was degassed for ten minutes with nitrogen, then trimethylsilylacetylene (0.69 mL, 4.9 mmol) was added and the resulting mixture heated under microwave irradiation at 120° C. for 15 minutes. The volatiles were evaporated under reduced pressure and the residue chrom...